From a dataset of the Open Reaction Database (ORD), a public repository of structured organic reaction records. describe an organic reaction: reactants, conditions, products, and yield Reaction SMILES: C(O[AlH-](OC(C)(C)C)OC(C)(C)C)(C)(C)C.[Li+].C(=O)=O.CC(C)=O.[F:25][C:26]1[CH:27]=[C:28]([C:36](=[O:50])[C@@H:37]([NH:39][C:40](=[O:49])OCC2C=CC=CC=2)[CH3:38])[CH:29]=[C:30]([C:32]([F:35])([F:34])[F:33])[CH:31]=1.[OH-].[K+].Cl>C(O)C.CO.C1COCC1>[F:25][C:26]1[CH:27]=[C:28]([C@H:36]2[O:50][C:40](=[O:49])[NH:39][C@H:37]2[CH3:38])[CH:29]=[C:30]([C:32]([F:33])([F:34])[F:35])[CH:31]=1 |f:0.1,2.3,5.6|. The solvent is CO (methanol), C1CCOC1 (THF), C(C)O (ethanol). The reactants are [OH-].[K+] (potassium hydroxide), Cl (HCl), C(C)(C)(C)O[AlH-](OC(C)(C)C)OC(C)(C)C.[Li+] (Lithium tri-tert-butoxyaluminohydride), C(=O)=O.CC(=O)C (dry ice acetone), FC=1C=C(C=C(C1)C(F)(F)F)C([C@H](C)NC(OCC1=CC=CC=C1)=O)=O (benzyl {(2S)-1-[3-fluoro-5-(trifluoromethyl)phenyl]-1-oxopropan-2-yl}carbamate). Reported procedure: Lithium tri-tert-butoxyaluminohydride (18.27 ml, 74.0 mmol) was added into a cold (dry ice/acetone bath) solution of benzyl {(2S)-1-[3-fluoro-5-(trifluoromethyl)phenyl]-1-oxopropan-2-yl}carbamate (5.4655 g, 14.80 mmol) in ethanol (100 ml). LCMS indicated the reaction was completed in 10 min. The reaction was quenched by HCl (1N). The crude mixture was diluted with ethyl acetate and filtered through a bed of Celite® 521 (slow filtration). Volatiles were removed from the filtrate under reduced pre... Conditions: time 10 minute. The product is FC=1C=C(C=C(C1)C(F)(F)F)[C@@H]1[C@@H](NC(O1)=O)C ((4S,5R)-5-[3-fluoro-5-(trifluoromethyl)phenyl]-4-methyl-1,3-oxazolidin-2-one).